The task is: describe an organic reaction: reactants, conditions, products, and yield. This data is from the Open Reaction Database (ORD), a public repository of structured organic reaction records. Reactants: [Cl-], O=C(O)c1ccc2c(c1)-c1nc(-c3nncn3-c3ccc(F)cc3F)sc1CCO2, [NH4+]. Yields the product NC(=O)c1ccc2c(c1)-c1nc(-c3nncn3-c3ccc(F)cc3F)sc1CCO2. RXN SMILES: [Cl-:31].[F:1][c:2]1[c:3](-[n:9]2[c:10](-[c:14]3[s:15][c:16]4[c:22]([n:23]3)-[c:21]3[c:20]([cH:27][cH:26][c:25]([C:28](=[O:29])[OH:30])[cH:24]3)[O:19][CH2:18][CH2:17]4)[n:11][n:12][cH:13]2)[cH:4][cH:5][c:6]([F:8])[cH:7]1.[NH4+:32]>>[F:1][c:2]1[c:3](-[n:9]2[c:10](-[c:14]3[s:15][c:16]4[c:22]([n:23]3)-[c:21]3[c:20]([cH:27][cH:26][c:25]([C:28](=[O:30])[NH2:32])[cH:24]3)[O:19][CH2:18][CH2:17]4)[n:11][n:12][cH:13]2)[cH:4][cH:5][c:6]([F:8])[cH:7]1. Starting materials: CC(C)(C)OC(=O)CCOCCc1cccc(Br)c1, O=C([O-])[O-], CCCn1cc(B2OC(C)(C)C(C)(C)O2)cn1, CC#N, [K+], [K+], O. The product is CCCn1cc(-c2cccc(CCOCCC(=O)OC(C)(C)C)c2)cn1. RXN SMILES: [Br:25][c:26]1[cH:27][c:28]([CH2:29][CH2:30][O:31][CH2:32][CH2:33][C:34](=[O:35])[O:36][C:37]([CH3:38])([CH3:39])[CH3:40])[cH:41][cH:42][cH:43]1.[C:1](=[O:2])([O-:3])[O-:4].[CH2:8]([CH2:9][CH3:10])[n:11]1[n:12][cH:13][c:14]([B:16]2[O:17][C:18]([CH3:19])([CH3:20])[C:21]([CH3:22])([CH3:23])[O:24]2)[cH:15]1.[CH3:44][C:45]#[N:46].[K+:5].[K+:6].[OH2:7]>>[CH2:8]([CH2:9][CH3:10])[n:11]1[n:12][cH:13][c:14](-[c:26]2[cH:27][c:28]([CH2:29][CH2:30][O:31][CH2:32][CH2:33][C:34](=[O:35])[O:36][C:37]([CH3:38])([CH3:39])[CH3:40])[cH:41][cH:42][cH:43]2)[cH:15]1. Starting materials: O=c1[nH]cc([N+](=O)[O-])cc1C(F)(F)F, [Na+], O=C([O-])O, O, O=P(Cl)(Cl)Cl. The product is O=[N+]([O-])c1cnc(Cl)c(C(F)(F)F)c1. RXN SMILES: [N+:1](=[O:2])([O-:3])[c:4]1[cH:5][c:6]([C:11]([F:12])([F:13])[F:14])[c:7](=[O:10])[nH:8][cH:9]1.[Na+:24].[O-:20][C:21]([OH:22])=[O:23].[OH2:25].[P:15]([Cl:16])([Cl:17])([Cl:18])=[O:19]>>[N+:1](=[O:2])([O-:3])[c:4]1[cH:5][c:6]([C:11]([F:12])([F:13])[F:14])[c:7]([Cl:17])[n:8][cH:9]1. Starting materials: C(C1=CC=CC=C1)(C1=CC=CC=C1)(C1=CC=CC=C1)NC=1SC=C(N1)/C(/C(=O)NC1[C@@H]2N(C(=C(CS2)CCl)C(=O)OCC2=CC=C(C=C2)OC)C1=O)=N/OCC(=O)OC(C1=CC=CC=C1)C1=CC=CC=C1 (p-methoxybenzyl 7-{(Z)-2-(2-tritylaminothiazol-4-yl)-2-diphenylmethoxycarbonylmethoxyiminoacetamido}-3-chloromethyl-3-cephem-4-carboxylate), SC=1SC=2C(=NC=CC2)N1 (2-mercaptothiazolo[4,5-b]pyridine), SC=1SC2=C(C=NC=C2)N1 (2-mercaptothiazolo[4,5-c]pyridine). The product is C(C1=CC=CC=C1)(C1=CC=CC=C1)(C1=CC=CC=C1)NC=1SC=C(N1)/C(/C(=O)NC1[C@@H]2N(C(=C(CS2)CSC=2SC=3C(=NC=CC3)N2)C(=O)OCC2=CC=C(C=C2)OC)C1=O)=N/OCC(=O)OC(C1=CC=CC=C1)C1=CC=CC=C1 (p-methoxybenzyl 7-{(Z)-2-(2-tritylaminothiazol-4-yl)-2-diphenylmethoxycarbonylmethoxyiminoacetamido}-3-(thiazolo[4,5-b]pyridin-2-yl)thiomethyl-3-cephem-4-carboxylate). Isolated yield 71.1%. As a reaction SMILES: [C:1]([NH:20][C:21]1[S:22][CH:23]=[C:24](/[C:26](=[N:53]/[O:54][CH2:55][C:56]([O:58][CH:59]([C:66]2[CH:71]=[CH:70][CH:69]=[CH:68][CH:67]=2)[C:60]2[CH:65]=[CH:64][CH:63]=[CH:62][CH:61]=2)=[O:57])/[C:27]([NH:29][CH:30]2[C:51](=[O:52])[N:32]3[C:33]([C:39]([O:41][CH2:42][C:43]4[CH:48]=[CH:47][C:46]([O:49][CH3:50])=[CH:45][CH:44]=4)=[O:40])=[C:34]([CH2:37]Cl)[CH2:35][S:36][C@H:31]23)=[O:28])[N:25]=1)([C:14]1[CH:19]=[CH:18][CH:17]=[CH:16][CH:15]=1)([C:8]1[CH:13]=[CH:12][CH:11]=[CH:10][CH:9]=1)[C:2]1[CH:7]=[CH:6][CH:5]=[CH:4][CH:3]=1.[SH:72][C:73]1[S:74][C:75]2[C:76]([N:81]=1)=[N:77][CH:78]=[CH:79][CH:80]=2.SC1SC2C=CN=CC=2N=1>>[C:1]([NH:20][C:21]1[S:22][CH:23]=[C:24](/[C:26](=[N:53]/[O:54][CH2:55][C:56]([O:58][CH:59]([C:66]2[CH:71]=[CH:70][CH:69]=[CH:68][CH:67]=2)[C:60]2[CH:65]=[CH:64][CH:63]=[CH:62][CH:61]=2)=[O:57])/[C:27]([NH:29][CH:30]2[C:51](=[O:52])[N:32]3[C:33]([C:39]([O:41][CH2:42][C:43]4[CH:48]=[CH:47][C:46]([O:49][CH3:50])=[CH:45][CH:44]=4)=[O:40])=[C:34]([CH2:37][S:72][C:73]4[S:74][C:75]5[C:76]([N:81]=4)=[N:77][CH:78]=[CH:79][CH:80]=5)[CH2:35][S:36][C@H:31]23)=[O:28])[N:25]=1)([C:14]1[CH:19]=[CH:18][CH:17]=[CH:16][CH:15]=1)([C:8]1[CH:13]=[CH:12][CH:11]=[CH:10][CH:9]=1)[C:2]1[CH:7]=[CH:6][CH:5]=[CH:4][CH:3]=1. Procedure details: Using 301 mg of p-methoxybenzyl 7-{(Z)-2-(2-tritylaminothiazol-4-yl)-2-diphenylmethoxycarbonylmethoxyiminoacetamido}-3-chloromethyl-3-cephem-4-carboxylate and 60 mg of 2-mercaptothiazolo[4,5-b]pyridine in place of p-methoxybenzyl 7-{(Z)-2-(2-tritylaminothiazol-4-yl)-2-methoxyiminoacetamido}-3-chloromethyl-3-cephem-4-carboxylate and 2-mercaptothiazolo[4,5-c]pyridine, respectively, the reaction and purification were carried out in the same manner as in Example 1(a) to obtain 242 mg of the title co...